From a dataset of the Open Reaction Database (ORD), a public repository of structured organic reaction records. describe an organic reaction: reactants, conditions, products, and yield Starting materials: [N+](=O)([O-])C=1C=CC=C2C=C(C=NC12)O (8-nitro-quinolin-3-ol), ClC(C(=O)[O-])(F)F.[Na+] (sodium chlorodifluoroacetate), C([O-])([O-])=O.[Na+].[Na+] (sodium carbonate), ClCCl (dichloromethane). Solvent: CN(C=O)C (dimethylformamide). Reaction conditions: temperature 100 celsius. Yields the product FC(OC=1C=NC2=C(C=CC=C2C1)[N+](=O)[O-])F (3-difluoromethoxy-8-nitro-quinoline). Isolated yield 15.8%. RXN SMILES: [N+:1]([C:4]1[CH:5]=[CH:6][CH:7]=[C:8]2[C:13]=1[N:12]=[CH:11][C:10]([OH:14])=[CH:9]2)([O-:3])=[O:2].Cl[C:16]([F:21])([F:20])C([O-])=O.[Na+].C(=O)([O-])[O-].[Na+].[Na+].ClCCl>CN(C)C=O>[F:20][CH:16]([F:21])[O:14][C:10]1[CH:11]=[N:12][C:13]2[C:8]([CH:9]=1)=[CH:7][CH:6]=[CH:5][C:4]=2[N+:1]([O-:3])=[O:2] |f:1.2,3.4.5|. Reported procedure: A solution of 8-nitro-quinolin-3-ol (CAS25369-37-3) (500 mg, 2.63 mmol) in dimethylformamide (5 ml) was treated with sodium chlorodifluoroacetate (481 mg, 3.15 mmol). The mixture was heated to 100° C. overnight under a nitrogen atmosphere. For the workup, the reaction mixture was cooled to room temperature, then saturated aqueous sodium carbonate solution and dichloromethane were added. The organic layer was separated, dried over sodium sulphate, then evaporated. The crude product was purified b... Reactants: CCOC(=O)C(C)OS(C)(=O)=O, Cl, [K+], [OH-], O. The product is CC(OS(C)(=O)=O)C(=O)O. Reaction SMILES: [CH3:3][S:4](=[O:5])(=[O:6])[O:7][CH:8]([C:9](=[O:10])[O:11][CH2:12][CH3:13])[CH3:14].[ClH:15].[K+:2].[OH-:1].[OH2:16]>>[CH3:3][S:4](=[O:5])(=[O:6])[O:7][CH:8]([C:9](=[O:10])[OH:11])[CH3:14]. Starting materials: O1COC2=C1C=CC(=C2)O (1,3-benzodioxol-5-ol), C(C)(C)[Mg]Cl (iso-propylmagnesium chloride), C(CCCC)N1C(C(C=2C=NC=CC21)=O)=O (1-pentyl-1H-pyrrolo[3,2-c]pyridine-2,3-dione). Run in C1CCOC1 (THF). Run at time 1 hour. Product: OC1(C(N(C2=C1C=NC=C2)CCCCC)=O)C2=CC1=C(OCO1)C=C2O (3-hydroxy-3-(6-hydroxy-1,3-benzodioxol-5-yl)-1-pentyl-1,3-dihydro-2H-pyrrolo[3,2-c]pyridin-2-one). The yield is 152.0%. RXN SMILES: [O:1]1[C:5]2[CH:6]=[CH:7][C:8]([OH:10])=[CH:9][C:4]=2[O:3][CH2:2]1.C([Mg]Cl)(C)C.[CH2:16]([N:21]1[C:29]2[CH:28]=[CH:27][N:26]=[CH:25][C:24]=2[C:23](=[O:30])[C:22]1=[O:31])[CH2:17][CH2:18][CH2:19][CH3:20]>C1COCC1>[OH:30][C:23]1([C:7]2[C:8]([OH:10])=[CH:9][C:4]3[O:3][CH2:2][O:1][C:5]=3[CH:6]=2)[C:24]2[CH:25]=[N:26][CH:27]=[CH:28][C:29]=2[N:21]([CH2:16][CH2:17][CH2:18][CH2:19][CH3:20])[C:22]1=[O:31]. Procedure details: To a solution of 1,3-benzodioxol-5-ol (0.27 g, 1.90 mmol) in THF (10.0 mL) was added iso-propylmagnesium chloride (0.97 mL, 2 M solution in THF, 1.90 mmol) slowly at 0° C. The mixture was allowed to stir at ambient temperature for 1 hour followed by the addition of 1-pentyl-1H-pyrrolo[3,2-c]pyridine-2,3-dione (0.21 g, 0.96 mmol). The resulting mixture was stirred at ambient temperature overnight, quenched with saturated ammonium chloride (20.0 mL). The mixture was extracted with ethyl acetate (3... Starting materials: C1(=CC=CC=C1)N(C(=O)C1=CC2=C(N(C(=N2)CNC2=CC=C(C=C2)C#N)C)C=C1)CCCOCC1=CC=CC=C1 (1-methyl-2-[N-(4-cyanophenyl)aminomethyl]benzimidazol-5-yl-carboxylic acid-N-phenyl-N-(3-benzyloxy-n-propyl)amide), Cl (hydrochloric acid), C(C)O (ethanol), C([O-])([O-])=O.[NH4+].[NH4+] (ammonium carbonate), C33H34N6O2. The solvent is ClCCl.C(C)O (dichloromethane ethanol). The product is Cl.C1(=CC=CC=C1)N(C(=O)C1=CC2=C(N(C(=N2)CNC2=CC=C(C=C2)C(N)=N)C)C=C1)CCCOCC1=CC=CC=C1 (1-Methyl-2-[N-(4-amidinophenyl)aminomethyl]benzimidazol-5-yl-carboxylic acid-N-phenyl-N-(3-benzyloxy-n-propyl)amide hydrochloride). Yield: 61.0%. As a reaction SMILES: [C:1]1([N:7]([CH2:30][CH2:31][CH2:32][O:33][CH2:34][C:35]2[CH:40]=[CH:39][CH:38]=[CH:37][CH:36]=2)[C:8]([C:10]2[CH:29]=[CH:28][C:13]3[N:14]([CH3:27])[C:15]([CH2:17][NH:18][C:19]4[CH:24]=[CH:23][C:22]([C:25]#[N:26])=[CH:21][CH:20]=4)=[N:16][C:12]=3[CH:11]=2)=[O:9])[CH:6]=[CH:5][CH:4]=[CH:3][CH:2]=1.[ClH:41].C(O)C.C(=O)([O-])[O-].[NH4+:49].[NH4+]>ClCCl.C(O)C>[ClH:41].[C:1]1([N:7]([CH2:30][CH2:31][CH2:32][O:33][CH2:34][C:35]2[CH:40]=[CH:39][CH:38]=[CH:37][CH:36]=2)[C:8]([C:10]2[CH:29]=[CH:28][C:13]3[N:14]([CH3:27])[C:15]([CH2:17][NH:18][C:19]4[CH:24]=[CH:23][C:22]([C:25](=[NH:49])[NH2:26])=[CH:21][CH:20]=4)=[N:16][C:12]=3[CH:11]=2)=[O:9])[CH:2]=[CH:3][CH:4]=[CH:5][CH:6]=1 |f:3.4.5,6.7,8.9|. Procedure: Prepared analogously to Example 25 from 1-methyl-2-[N-(4-cyanophenyl)aminomethyl]benzimidazol-5-yl-carboxylic acid-N-phenyl-N-(3-benzyloxy-n-propyl)amide and ethanolic hydrochloric acid, ethanol, and ammonium carbonate. Yield: 61% of theory, C33H34N6O2 (546.7); Rf value: 0.19 (silica gel; dichloromethane/ethanol=4:1); EKA mass spectrum: (M+H)+=547; (M+H+Na)++=285. The reagents and catalysts are [Co] (cobalt). Reaction SMILES: [C:1]1([CH2:13][C:14]#[N:15])[CH:2]=[N:3][N:4]2[CH:9]=[CH:8][C:7]3[O:10][CH:11]=[CH:12][C:6]=3[C:5]=12>N.CO.[Co]>[C:1]1([CH2:13][CH2:14][NH2:15])[CH:2]=[N:3][N:4]2[CH:9]=[CH:8][C:7]3[O:10][CH:11]=[CH:12][C:6]=3[C:5]=12 |f:1.2|. Reactants: C=1(C=NN2C1C1=C(C=C2)OC=C1)CC#N (Furo[3,2-c]pyrazolo[1,5-a]pyridin-1-ylacetonitrile). Yield: 98.9%. Reaction conditions: time 3 hour. The product is C=1(C=NN2C1C1=C(C=C2)OC=C1)CCN (2-furo[3,2-c]pyrazolo[1,5-a]pyridin-1-ylethanamine). The solvent is N.CO (ammonia methanol). Procedure details: Furo[3,2-c]pyrazolo[1,5-a]pyridin-1-ylacetonitrile (55.0 mg, 0.279 mmol) and Raney cobalt (500 mg) were suspended in 2M ammonia/methanol solution (10 mL), and the suspension was stirred at room temperature for 3 hr under a hydrogen atmosphere. The catalyst was filtered through celite, and the filtrate was concentrated under reduced pressure to give the title compound (55.5 mg, yield 99%). The reactants are ClC1=NC=C(C=C1)CC1S(CCC1)=O (2-chloro-5-[(1-oxidotetrahydrothien-2-yl)methyl]-pyridine), I (I-H), [N-]=[N+]=[N-].[Na+] (NaN3). Yields the product ClC1=CC=C(C=N1)CC1S(CCC1)(=N)=O (2-[(6-Chloropyridin-3-yl)methyl]tetrahydro-1H-1λ4-thiophen-1-imine-1-oxide). RXN SMILES: [Cl:1][C:2]1[CH:7]=[CH:6][C:5]([CH2:8][CH:9]2[CH2:13][CH2:12][CH2:11][S:10]2=[O:14])=[CH:4][N:3]=1.I.[N-:16]=[N+]=[N-].[Na+]>>[Cl:1][C:2]1[N:3]=[CH:4][C:5]([CH2:8][CH:9]2[CH2:13][CH2:12][CH2:11][S:10]2(=[O:14])=[NH:16])=[CH:6][CH:7]=1 |f:2.3|. Reported procedure: 2-[(6-Chloropyridin-3-yl)methyl]tetrahydro-1H-1λ4-thiophen-1-imine-1-oxide was prepared from 2-chloro-5-[(1-oxidotetrahydrothien-2-yl)methyl]-pyridine by the method as described in Example I-H using NaN3 as the iminating agent.